Task: describe an organic reaction: reactants, conditions, products, and yield. Dataset: the Open Reaction Database (ORD), a public repository of structured organic reaction records Starting materials: COC1=NC(=NC=C1C(=O)O)NC (4-methoxy-2-(methylamino)-5-pyrimidinecarboxylic acid), C(=O)(N1C=NC=C1)N1C=NC=C1 (1,1'-carbonyldiimidazole), NC1CN2CCC1CC2 (3-aminoquinuclidine). Yields the product N12CC(C(CC1)CC2)NC(=O)C=2C(=NC(=NC2)NC)OC (N-(1-Azabicyclo[2.2.2]oct-3-yl)-4-methoxy-2-(methylamino)-5-pyrimidinecarboxamide). As a reaction SMILES: [CH3:1][O:2][C:3]1[C:8]([C:9]([OH:11])=O)=[CH:7][N:6]=[C:5]([NH:12][CH3:13])[N:4]=1.C(N1C=CN=C1)(N1C=CN=C1)=O.[NH2:26][CH:27]1[CH:32]2[CH2:33][CH2:34][N:29]([CH2:30][CH2:31]2)[CH2:28]1>>[N:29]12[CH2:34][CH2:33][CH:32]([CH2:31][CH2:30]1)[CH:27]([NH:26][C:9]([C:8]1[C:3]([O:2][CH3:1])=[N:4][C:5]([NH:12][CH3:13])=[N:6][CH:7]=1)=[O:11])[CH2:28]2. Procedure details: Following the procedure of Example 22, 4-methoxy-2-(methylamino)-5-pyrimidinecarboxylic acid, 1,1'-carbonyldiimidazole and 3-aminoquinuclidine are reacted to give the title compound. Starting materials: [Cl-], O=C1CCC(c2cccnc2F)CCN1, [H-], CI, [NH4+], [Na+], CN(C)C=O. The product is CN1CCC(c2cccnc2F)CCC1=O. RXN SMILES: [Cl-:20].[F:1][c:2]1[n:3][cH:4][cH:5][cH:6][c:7]1[CH:8]1[CH2:9][CH2:10][C:11](=[O:15])[NH:12][CH2:13][CH2:14]1.[H-:16].[I:18][CH3:19].[NH4+:21].[Na+:17].[O:22]=[CH:23][N:24]([CH3:25])[CH3:26]>>[F:1][c:2]1[n:3][cH:4][cH:5][cH:6][c:7]1[CH:8]1[CH2:9][CH2:10][C:11](=[O:15])[N:12]([CH3:19])[CH2:13][CH2:14]1. The reactants are COC=1C=C(C=C(C1OC)[N+](=O)[O-])C1=NC=CC=C1 (2-(3,4-dimethoxy-5-nitrophenyl)pyridine), Br (hydrobromic acid). Run at time 18 hour. Yields the product Br.[N+](=O)([O-])C1=C(C(O)=CC(=C1)C1=NC=CC=C1)O (3-nitro-5-(2-pyridyl)pyrocatechol hydrobromide). RXN SMILES: C[O:2][C:3]1[CH:4]=[C:5]([C:14]2[CH:19]=[CH:18][CH:17]=[CH:16][N:15]=2)[CH:6]=[C:7]([N+:11]([O-:13])=[O:12])[C:8]=1[O:9]C.[BrH:20]>>[BrH:20].[N+:11]([C:7]1[CH:6]=[C:5]([C:14]2[CH:19]=[CH:18][CH:17]=[CH:16][N:15]=2)[CH:4]=[C:3]([OH:2])[C:8]=1[OH:9])([O-:13])=[O:12] |f:2.3|. Reported procedure: 1.5 g of 2-(3,4-dimethoxy-5-nitrophenyl)pyridine are dissolved in 30 ml of 48 percent aqueous hydrobromic acid. The reaction mixture is stirred at 100° for 16 hours and at 23° for 18 hours. The precipitate which thereby forms is filtered and recrystallized from methanol/ether. There is obtained 3-nitro-5-(2-pyridyl)pyrocatechol hydrobromide of m.p. 239°-240°. Starting materials: C1(=CC=CC=C1)C(C(C=C)O)NC(=O)OC(C)(C)C (1-phenyl-1-t-butoxycarbonylamino-2-hydroxybut-3-ene), C(=C)OCC (ethyl vinyl ether), C1(=CC=C(C=C1)S(=O)(=O)[O-])C.[NH+]1=CC=CC=C1 (pyridinium p-toluenesulphonate). The reagents and catalysts are N1=CC=CC=C1 (pyridine). The solvent is C(Cl)Cl (methylene chloride), C(Cl)Cl (methylene chloride). Product: C1(=CC=CC=C1)C(C(C=C)OC(C)OCC)NC(=O)OC(C)(C)C (1-phenyl-1-t-butoxycarbonylamino-2-(1-ethoxyethoxy)but-3-ene). The yield is 86.5%. As a reaction SMILES: [C:1]1([CH:7]([NH:12][C:13]([O:15][C:16]([CH3:19])([CH3:18])[CH3:17])=[O:14])[CH:8]([OH:11])[CH:9]=[CH2:10])[CH:6]=[CH:5][CH:4]=[CH:3][CH:2]=1.[CH:20]([O:22][CH2:23][CH3:24])=[CH2:21].C1(C)C=CC(S([O-])(=O)=O)=CC=1.[NH+]1C=CC=CC=1>N1C=CC=CC=1.C(Cl)Cl>[C:1]1([CH:7]([NH:12][C:13]([O:15][C:16]([CH3:19])([CH3:18])[CH3:17])=[O:14])[CH:8]([O:11][CH:20]([O:22][CH2:23][CH3:24])[CH3:21])[CH:9]=[CH2:10])[CH:2]=[CH:3][CH:4]=[CH:5][CH:6]=1 |f:2.3|. Procedure details: 526 mg (2.0 mmol) of 1-phenyl-1-t-butoxycarbonylamino-2-hydroxybut-3-ene, syn form, 20 cm3 of dry methylene chloride, 1.9 cm3 (20.0 mmol) of distilled ethyl vinyl ether and 50.2 mg (0.2 mmol) of pyridinium p-toluenesulphonate (PPTS) are introduced successively into a 50 cm3 single-necked flask placed under an argon atmosphere and equipped with a magnetic stirring system. The resulting homogeneous reaction mixture is left to react for 4.5 hours at a temperature of about 20° C. When the reaction i... Reactants: BrC1=CC(=C(C=C1)S(=O)(=O)NCC1CC1)OC(F)(F)F (4-bromo-N-(cyclopropylmethyl)-2-(trifluoromethoxy)benzenesulfonamide), C(C)(C)(C)P(C(C)(C)C)C(C)(C)C (Tri-t-butylphosphine), C(#N)C1=CC=C(N1C)B(O)O (5-cyano-1-methyl-1H-pyrrol-2-ylboronic acid), [F-].[K+] (potassium fluoride). Reagents/catalysts: C=1C=CC(=CC1)/C=C/C(=O)/C=C/C2=CC=CC=C2.C=1C=CC(=CC1)/C=C/C(=O)/C=C/C2=CC=CC=C2.C=1C=CC(=CC1)/C=C/C(=O)/C=C/C2=CC=CC=C2.[Pd].[Pd] (tris(dibenzylideneacetone)dipalladium). Run at time 16 hour. Yields the product C(#N)C1=CC=C(N1C)C1=CC(=C(C=C1)S(=O)(=O)NCC1CC1)OC(F)(F)F (4-(5-cyano-1-methyl-1H-pyrrol-2-yl)-N-(cyclopropylmethyl)-2-(trifluoromethoxy)benzenesulfonamide). Yield: 23.8%. As a reaction SMILES: Br[C:2]1[CH:7]=[CH:6][C:5]([S:8]([NH:11][CH2:12][CH:13]2[CH2:15][CH2:14]2)(=[O:10])=[O:9])=[C:4]([O:16][C:17]([F:20])([F:19])[F:18])[CH:3]=1.[C:21]([C:23]1[N:27]([CH3:28])[C:26](B(O)O)=[CH:25][CH:24]=1)#[N:22].[F-].[K+].C(P(C(C)(C)C)C(C)(C)C)(C)(C)C>C1C=CC(/C=C/C(/C=C/C2C=CC=CC=2)=O)=CC=1.C1C=CC(/C=C/C(/C=C/C2C=CC=CC=2)=O)=CC=1.C1C=CC(/C=C/C(/C=C/C2C=CC=CC=2)=O)=CC=1.[Pd].[Pd]>[C:21]([C:23]1[N:27]([CH3:28])[C:26]([C:2]2[CH:7]=[CH:6][C:5]([S:8]([NH:11][CH2:12][CH:13]3[CH2:15][CH2:14]3)(=[O:10])=[O:9])=[C:4]([O:16][C:17]([F:20])([F:19])[F:18])[CH:3]=2)=[CH:25][CH:24]=1)#[N:22] |f:2.3,5.6.7.8.9|. Procedure: According to general procedure B, 4-bromo-N-(cyclopropylmethyl)-2-(trifluoromethoxy)benzenesulfonamide (224 mg, 0.59 mmol), 5-cyano-1-methyl-1H-pyrrol-2-ylboronic acid (107 mg, 0.71 mmol), potassium fluoride (113 mg, 1.95 mmol), and tris(dibenzylideneacetone)dipalladium (0) (15 mg, 0.01 mmol) were placed in an oven dried flask under nitrogen and dry THF (1.4 mL) was added. Tri-t-butylphosphine (89 μL, 0.02 mmol, 10 wt % in hexane) was added and the reaction was stirred for 16 hours. 4-(5-cyano-1... Starting materials: CC(=O)O, CC(C)Oc1c(C#N)cnc2ccc(C=O)nc12, O=C1CSC(NCc2ccc(F)cc2Cl)=N1, O. The product is CC(C)Oc1c(C#N)cnc2ccc(C=C3SC(NCc4ccc(F)cc4Cl)=NC3=O)nc12. As a reaction SMILES: [C:35]([OH:36])(=[O:37])[CH3:38].[CH:17](=[O:18])[c:19]1[n:20][c:21]2[c:22]([O:31][CH:32]([CH3:33])[CH3:34])[c:23]([C:29]#[N:30])[cH:24][n:25][c:26]2[cH:27][cH:28]1.[Cl:1][c:2]1[c:3]([CH2:4][NH:5][C:6]2=[N:10][C:9](=[O:11])[CH2:8][S:7]2)[cH:12][cH:13][c:14]([F:16])[cH:15]1.[OH2:39]>>[Cl:1][c:2]1[c:3]([CH2:4][NH:5][C:6]2=[N:10][C:9](=[O:11])[C:8](=[CH:17][c:19]3[n:20][c:21]4[c:22]([O:31][CH:32]([CH3:33])[CH3:34])[c:23]([C:29]#[N:30])[cH:24][n:25][c:26]4[cH:27][cH:28]3)[S:7]2)[cH:12][cH:13][c:14]([F:16])[cH:15]1. Starting materials: C([O-])([O-])=O.[Ca+2] (calcium carbonate), calcium salts, C(CC(O)(C(=O)[O-])CC(=O)[O-])(=O)[O-].[Ca+2].C(CC(O)(C(=O)[O-])CC(=O)[O-])(=O)[O-].[Ca+2].[Ca+2] (calcium citrate), [P] (phosphorous), [Ca] (calcium), [Ca] (calcium). Yields the product [Ca] (calcium), C(C(O)C)(=O)[O-].[Ca+2].C(C(O)C)(=O)[O-] (calcium lactate). Isolated yield 21.0%. RXN SMILES: [P].[Ca:2].C(=O)([O-])[O-].[Ca+2].C([O-])(=O)[CH2:9][C:10](CC([O-])=O)([C:12]([O-:14])=[O:13])[OH:11].[Ca+2].C([O-])(=O)[CH2:23][C:24](CC([O-])=O)([C:26]([O-:28])=[O:27])[OH:25].[Ca+2].[Ca+2]>>[Ca:2].[C:12]([O-:14])(=[O:13])[CH:10]([CH3:9])[OH:11].[Ca+2:2].[C:26]([O-:28])(=[O:27])[CH:24]([CH3:23])[OH:25] |f:2.3,4.5.6.7.8,10.11.12|. Reported procedure: Eggshell powder is used in the food industry, including animal and human nutritional supplements. Eggshells provide approximately 36-37 percent elemental calcium in addition to traces of phosphorous and other trace elements. Thus, for example, 500 mg of dried powdered eggshell provides approximately 180 mg elemental calcium. This compared vary favorably to other calcium salts. For example, calcium carbonate provides 40 percent elemental calcium, calcium citrate provides 21 percent elemental calc...